From a dataset of the Open Reaction Database (ORD), a public repository of structured organic reaction records. describe an organic reaction: reactants, conditions, products, and yield The reactants are O=C1NC2=CC=C(C=C2C1)B(O)O (2-oxoindolin-5-ylboronic acid), NC1=C(N=NC2=C(C=CC=C12)Br)C(=O)N (4-amino-8-bromocinnoline-3-carboxamide). Yields the product NC1=C(N=NC2=C(C=CC=C12)C1=CC=C2CC(NC2=C1)=O)C(=O)N (4-amino-8-(2-oxoindolin-6-yl)cinnoline-3-carboxamide). Reaction SMILES: [O:1]=[C:2]1[CH2:10][C:9]2[C:4](=[CH:5][CH:6]=[C:7](B(O)O)[CH:8]=2)[NH:3]1.[NH2:14][C:15]1[C:24]2[C:19](=[C:20](Br)[CH:21]=[CH:22][CH:23]=2)[N:18]=[N:17][C:16]=1[C:26]([NH2:28])=[O:27]>>[NH2:14][C:15]1[C:24]2[C:19](=[C:20]([C:6]3[CH:5]=[C:4]4[C:9]([CH2:10][C:2](=[O:1])[NH:3]4)=[CH:8][CH:7]=3)[CH:21]=[CH:22][CH:23]=2)[N:18]=[N:17][C:16]=1[C:26]([NH2:28])=[O:27]. Reported procedure: The title compound was prepared in a manner similar to EXAMPLE 1 using 2-oxoindolin-5-ylboronic acid and 4-amino-8-bromocinnoline-3-carboxamide. ESI-MS m/z [M+H]+ 320.2. Reactants: C(C)(C)(C)OC(=O)N[C@@H](CC1=CC=C(C=C1)O)C(=O)N[C@@H](C)C(=O)NCC(=O)O (N-t-butoxycarbonyl-L-tyrosyl-L-alanylglycine), C(C1=CC=CC=C1)OC([C@@H](NC([C@@H](N)CC1=CC=CC=C1)=O)CCSC)=O (L-phenylalanyl-L-methionine benzyl ester). Yields the product C(C1=CC=CC=C1)OC([C@@H](NC([C@@H](NC(CNC([C@@H](NC([C@@H](NC(=O)OC(C)(C)C)CC1=CC=C(C=C1)O)=O)C)=O)=O)CC1=CC=CC=C1)=O)CCSC)=O (N-t-butoxycarbonyl-L-tyrosyl-L-alanylglycyl-L-phenylalanyl-L-methionine benzyl ester). RXN SMILES: [C:1]([O:5][C:6]([NH:8][C@H:9]([C:18]([NH:20][C@H:21]([C:23]([NH:25][CH2:26][C:27](O)=[O:28])=[O:24])[CH3:22])=[O:19])[CH2:10][C:11]1[CH:16]=[CH:15][C:14]([OH:17])=[CH:13][CH:12]=1)=[O:7])([CH3:4])([CH3:3])[CH3:2].[CH2:30]([O:37][C:38](=[O:56])[C@H:39]([CH2:52][CH2:53][S:54][CH3:55])[NH:40][C:41](=[O:51])[C@H:42]([CH2:44][C:45]1[CH:50]=[CH:49][CH:48]=[CH:47][CH:46]=1)[NH2:43])[C:31]1[CH:36]=[CH:35][CH:34]=[CH:33][CH:32]=1>>[CH2:30]([O:37][C:38](=[O:56])[C@H:39]([CH2:52][CH2:53][S:54][CH3:55])[NH:40][C:41](=[O:51])[C@H:42]([CH2:44][C:45]1[CH:46]=[CH:47][CH:48]=[CH:49][CH:50]=1)[NH:43][C:27](=[O:28])[CH2:26][NH:25][C:23](=[O:24])[C@H:21]([CH3:22])[NH:20][C:18](=[O:19])[C@H:9]([CH2:10][C:11]1[CH:16]=[CH:15][C:14]([OH:17])=[CH:13][CH:12]=1)[NH:8][C:6]([O:5][C:1]([CH3:4])([CH3:3])[CH3:2])=[O:7])[C:31]1[CH:36]=[CH:35][CH:34]=[CH:33][CH:32]=1. Reported procedure: When equivalent quantities of N-t-butoxycarbonyl-L-tyrosyl-L-alanylglycine and L-phenylalanyl-L-methionine benzyl ester are reacted according to the procedure detailed in Example 12, there is obtained N-t-butoxycarbonyl-L-tyrosyl-L-alanylglycyl-L-phenylalanyl-L-methionine benzyl ester. Starting materials: O=C(CC#N)CC (3-oxopentanenitrile), NC1=NNC=N1 (3-amino-1,2,4-triazole). Run in C(C)(=O)O (acetic acid). Run at temperature 150 celsius. Product: C(C)C1=NC=2N(C(=C1)N)N=CN2 (5-ethyl-[1,2,4]triazolo[1,5-a]pyrimidin-7-amine). Yield: 11.3%. RXN SMILES: O=[C:2]([CH2:6][CH3:7])[CH2:3][C:4]#[N:5].[NH2:8][C:9]1[N:13]=[CH:12][NH:11][N:10]=1>C(O)(=O)C>[CH2:6]([C:2]1[CH:3]=[C:4]([NH2:5])[N:10]2[N:11]=[CH:12][N:13]=[C:9]2[N:8]=1)[CH3:7]. Reported procedure: A mixture of 3-oxopentanenitrile (1.0 g, 103 mmol) and 3-amino-1,2,4-triazole (0.91 g, 10.8 mmol) in 10 mL of acetic acid was heated in a pressure tube at 150° C. for 24 h. The reaction mixture was allowed to cool to room temperature, and solvent was removed in vacuo. The solid was removed via filtration. The filtrate partially solidified upon standing at room temperature, and the solid was collected via filtration to give the title compound (200 mg, 12% yield).